This data is from the Open Reaction Database (ORD), a public repository of structured organic reaction records. The task is: describe an organic reaction: reactants, conditions, products, and yield The reactants are ClC=1C2=C(N=CN1)C=CN2C (4-chloro-5-methyl-5H-pyrrolo[3,2-d]pyrimidine), CC=1C=C(N)C=CC1OC=1C=NC(=CC1)C (3-methyl-4-[(6-methylpyridin-3-yl)oxy]aniline). Solvent: CN1C(CCC1)=O (1-methyl-2-pyrrolidone). Product: CN1C=CC=2N=CN=C(C21)NC2=CC(=C(C=C2)OC=2C=NC(=CC2)C)C (5-methyl-N-{3-methyl-4-[(6-methylpyridin-3-yl)oxy]phenyl}-5H-pyrrolo[3,2-d]pyrimidin-4-amine). Yield: 51.4%. As a reaction SMILES: Cl[C:2]1[C:3]2[N:10]([CH3:11])[CH:9]=[CH:8][C:4]=2[N:5]=[CH:6][N:7]=1.[CH3:12][C:13]1[CH:14]=[C:15]([CH:17]=[CH:18][C:19]=1[O:20][C:21]1[CH:22]=[N:23][C:24]([CH3:27])=[CH:25][CH:26]=1)[NH2:16]>CN1CCCC1=O>[CH3:11][N:10]1[C:3]2[C:2]([NH:16][C:15]3[CH:17]=[CH:18][C:19]([O:20][C:21]4[CH:22]=[N:23][C:24]([CH3:27])=[CH:25][CH:26]=4)=[C:13]([CH3:12])[CH:14]=3)=[N:7][CH:6]=[N:5][C:4]=2[CH:8]=[CH:9]1. Procedure: To a solution of 4-chloro-5-methyl-5H-pyrrolo[3,2-d]pyrimidine (100 mg) in 1-methyl-2-pyrrolidone (1.0 mL) was added 3-methyl-4-[(6-methylpyridin-3-yl)oxy]aniline (192 mg). The title compound (106 mg) was obtained as white powder crystals by the reaction in the same manner as in Example 39 (ii). The reactants are CCCc1ccc(CCl)c(OC)c1, [I-], [K+], [K+], [Na+], O=C([O-])[O-], CN(C)C=O, O, O=CC1=Cc2ccc(O)cc2OC1. The product is CCCc1ccc(COc2ccc3c(c2)OCC(C=O)=C3)c(OC)c1. As a reaction SMILES: [Cl:1][CH2:2][c:3]1[c:4]([O:12][CH3:13])[cH:5][c:6]([CH2:9][CH2:10][CH3:11])[cH:7][cH:8]1.[I-:34].[K+:27].[K+:28].[Na+:33].[O-:29][C:30]([O-:31])=[O:32].[O:35]=[CH:36][N:37]([CH3:38])[CH3:39].[OH2:40].[OH:14][c:15]1[cH:16][cH:17][c:18]2[c:23]([cH:24]1)[O:22][CH2:21][C:20]([CH:25]=[O:26])=[CH:19]2>>[CH2:2]([c:3]1[c:4]([O:12][CH3:13])[cH:5][c:6]([CH2:9][CH2:10][CH3:11])[cH:7][cH:8]1)[O:14][c:15]1[cH:16][cH:17][c:18]2[c:23]([cH:24]1)[O:22][CH2:21][C:20]([CH:25]=[O:26])=[CH:19]2. Starting materials: C(C)(=O)NN (acetic acid hydrazide), C(C)SC1=CC=CC2=C1C(=NCC(N2)=S)C2=C(C=CC=C2)Br (6-ethylthio-1,3-dihydro-5-(o-bromophenyl)-2H-1,4-benzodiazepine-2-thione). The solvent is C(C)O (ethanol). Reaction conditions: temperature 250 celsius. Product: C(C)SC1=CC=CC2=C1C(=NCC=1N2C(=NN1)C)C1=C(C=CC=C1)Br (7-ethylthio-1-methyl-6-(o-bromophenyl)4H-s-triazolo[4,3-a][1,4]benzodiazepine). RXN SMILES: [CH2:1]([S:3][C:4]1[C:9]2[C:10]([C:16]3[CH:21]=[CH:20][CH:19]=[CH:18][C:17]=3[Br:22])=[N:11][CH2:12][C:13](=S)[NH:14][C:8]=2[CH:7]=[CH:6][CH:5]=1)[CH3:2].[C:23]([NH:26][NH2:27])(=O)[CH3:24]>C(O)C>[CH2:1]([S:3][C:4]1[C:9]2[C:10]([C:16]3[CH:21]=[CH:20][CH:19]=[CH:18][C:17]=3[Br:22])=[N:11][CH2:12][C:13]3[N:14]([C:23]([CH3:24])=[N:26][N:27]=3)[C:8]=2[CH:7]=[CH:6][CH:5]=1)[CH3:2]. Procedure: In the manner given in Example 2, 6-ethylthio-1,3-dihydro-5-(o-bromophenyl)-2H-1,4-benzodiazepine-2-thione is heated in ethanol with acetic acid hydrazide and the resulting product heated to 250° C. to give 7-ethylthio-1-methyl-6-(o-bromophenyl)4H-s-triazolo[4,3-a][1,4]benzodiazepine. As a reaction SMILES: [CH3:1][N:2]1[C:6]([CH2:7][C:8]([O:10][CH3:11])=[O:9])=[C:5]([O:12][C:13]2[CH:18]=[C:17]([O:19][C:20]3[CH:25]=[CH:24][CH:23]=[CH:22][C:21]=3[F:26])[N:16]=[CH:15][N:14]=2)[C:4]([CH3:27])=[N:3]1.[CH:28](OC)=[O:29].[H-].[Na+].C(O)(=O)C>CN(C)C=O>[CH3:11][O:10][C:8](=[O:9])/[C:7](/[C:6]1[N:2]([CH3:1])[N:3]=[C:4]([CH3:27])[C:5]=1[O:12][C:13]1[CH:18]=[C:17]([O:19][C:20]2[CH:25]=[CH:24][CH:23]=[CH:22][C:21]=2[F:26])[N:16]=[CH:15][N:14]=1)=[CH:28]/[OH:29] |f:2.3|. Solvent: CN(C=O)C (dimethyl formamide), CN(C=O)C (dimethyl formamide). Starting materials: CN1N=C(C(=C1CC(=O)OC)OC1=NC=NC(=C1)OC1=C(C=CC=C1)F)C (methyl {1,3-dimethyl-4-[6-(2-fluorophenoxy)pyrimidin-4-yloxy]pyrazol-5-yl}acetate), C(=O)OC (methyl formate), [H-].[Na+] (sodium hydride), C(C)(=O)O (acetic acid), ice water. Conditions: time 2 hour. Procedure details: A solution of 3.5 g (9.3 mmol) of methyl {1,3-dimethyl-4-[6-(2-fluorophenoxy)pyrimidin-4-yloxy]pyrazol-5-yl}acetate and 10 ml of methyl formate in 10 ml of dimethyl formamide is slowly added dropwise to a suspension of 0.5 g (20.0 mmol) of sodium hydride (95%) in 40 ml of dimethyl formamide, while keeping the temperature below 30° C. The reaction mixture is stirred for 2 hours at room temperature, acidified with acetic acid and, after addition of 200 ml of ice-water, extracted with 200 ml of eth... Yields the product COC(\C(=C\O)\C1=C(C(=NN1C)C)OC1=NC=NC(=C1)OC1=C(C=CC=C1)F)=O (E-methyl-2-{1,3-dimethyl-4-[6-(2-fluorophenoxy)pyrimidin-4-yloxy]pyrazol-5-yl}-3-hydroxyacrylate). The reactants are N1CCCC1 (Pyrrolidine), C(=O)C1=CC=C(C(=O)OC)C=C1 (methyl 4-formylbenzoate), [BH-](OC(=O)C)(OC(=O)C)OC(=O)C.[Na+] (NaBH(OAc)3). The solvent is ClCCCl (1,2-dichloroethane), [OH-].[Na+] (NaOH). Reaction conditions: time 24 hour. Product: N1(CCCC1)CC1=CC=C(C(=O)OC)C=C1 (Methyl 4-(pyrrolidin-1-ylmethyl)benzoate). Isolated yield 49.8%. RXN SMILES: [NH:1]1[CH2:5][CH2:4][CH2:3][CH2:2]1.[CH:6]([C:8]1[CH:17]=[CH:16][C:11]([C:12]([O:14][CH3:15])=[O:13])=[CH:10][CH:9]=1)=O.[BH-](OC(C)=O)(OC(C)=O)OC(C)=O.[Na+]>ClCCCl.[OH-].[Na+]>[N:1]1([CH2:6][C:8]2[CH:17]=[CH:16][C:11]([C:12]([O:14][CH3:15])=[O:13])=[CH:10][CH:9]=2)[CH2:5][CH2:4][CH2:3][CH2:2]1 |f:2.3,5.6|. Procedure: Pyrrolidine (0.12 mL, 1.52 mmol), methyl 4-formylbenzoate (0.250 g, 1.52 mmol), NaBH(OAc)3 (0.52 g, 2.4 mmol) and 5 Å molecular sieves were dissolved in 1,2-dichloroethane (5 mL) under Ar atmosphere and stirred for 24 h at RT. Then, the reaction was diluted with 2 N NaOH (30 mL) and extracted with EtOAc (3×20 mL). The combined organic fractions were washed with brine (15 mL), dried over Na2SO4, filtered and concentrated in vacuo. The crude product was purified via automated column chromatography... Reaction SMILES: [C:1](=[O:2])([O:3][C:4]([CH3:5])([CH3:6])[CH3:7])[N:8]1[CH2:9][CH2:10][CH:11]([CH2:14][OH:15])[CH2:12][CH2:13]1.[Cl:27][CH2:28][Cl:29].[O:16]=[Cr:17]([Cl:18])([O-:19])=[O:20].[nH+:21]1[cH:22][cH:23][cH:24][cH:25][cH:26]1>>[C:1](=[O:2])([O:3][C:4]([CH3:5])([CH3:6])[CH3:7])[N:8]1[CH2:9][CH2:10][CH:11]([CH:14]=[O:15])[CH2:12][CH2:13]1. The product is CC(C)(C)OC(=O)N1CCC(C=O)CC1. Starting materials: CC(C)(C)OC(=O)N1CCC(CO)CC1, ClCCl, O=[Cr](=O)([O-])Cl, c1cc[nH+]cc1.